From a dataset of the Open Reaction Database (ORD), a public repository of structured organic reaction records. describe an organic reaction: reactants, conditions, products, and yield Starting materials: C1(CC1)N1C=C(C(C2=CC(=C(C(=C12)F)F)F)=O)C(=O)O (1-cyclopropyl-6,7,8-trifluoro-1,4-dihydro-4-oxoquinoline-3-carboxylic acid), N1(CCCC1)CC1CNCCO1 (2-(1-pyrrolidinylmethyl)morpholine). Product: C1(CC1)N1C=C(C(C2=CC(=C(C(=C12)F)N1CC(OCC1)CN1CCCC1)F)=O)C(=O)O (1-cyclopropyl-6,8-difluoro-1,4-dihydro-4-oxo-7-[2-(1-pyrrolidinylmethyl)morpholino]quinoline-3-carboxylic acid). As a reaction SMILES: [CH:1]1([N:4]2[C:13]3[C:8](=[CH:9][C:10]([F:16])=[C:11](F)[C:12]=3[F:14])[C:7](=[O:17])[C:6]([C:18]([OH:20])=[O:19])=[CH:5]2)[CH2:3][CH2:2]1.[N:21]1([CH2:26][CH:27]2[O:32][CH2:31][CH2:30][NH:29][CH2:28]2)[CH2:25][CH2:24][CH2:23][CH2:22]1>>[CH:1]1([N:4]2[C:13]3[C:8](=[CH:9][C:10]([F:16])=[C:11]([N:29]4[CH2:30][CH2:31][O:32][CH:27]([CH2:26][N:21]5[CH2:22][CH2:23][CH2:24][CH2:25]5)[CH2:28]4)[C:12]=3[F:14])[C:7](=[O:17])[C:6]([C:18]([OH:20])=[O:19])=[CH:5]2)[CH2:3][CH2:2]1. Reported procedure: By the use of 1-cyclopropyl-6,7,8-trifluoro-1,4-dihydro-4-oxoquinoline-3-carboxylic acid and 2-(1-pyrrolidinylmethyl)morpholine, the reaction is similarly carried out as Example 11 to give 1-cyclopropyl-6,8-difluoro-1,4-dihydro-4-oxo-7-[2-(1-pyrrolidinylmethyl)morpholino]quinoline-3-carboxylic acid. Reactants: C1(CCCCC1)[C@H](/C=C/[C@H]1[C@@H](C[C@@H]2OC(C[C@@H]21)=O)O)O ((3aR, 4R, 5R, 6aS)-4-[(E)-(3R)-3-Cyclohexyl-3-hydroxy-propenyl]-hexahydro-5-hydroxy-2H-cyclopenta[b]furan-2-one), C(C)(=O)OCC (ethyl acetate). The reagents and catalysts are [Pd] (Pd/C). Run in C(Cl)Cl (CH2Cl2). Conditions: time 3 hour. The product is C1(CCCCC1)[C@H](CC[C@H]1[C@@H](C[C@@H]2OC(C[C@@H]21)=O)O)O ((3aR, 4R, 5R, 6aS)-4-[(3S)-3-Cyclohexyl-3-hydroxypropyl]-hexahydro-5-hydroxy-2H-cyclopenta[b]furan-2-one). Isolated yield 80.6%. Reaction SMILES: [CH:1]1([C@@H:7]([OH:20])/[CH:8]=[CH:9]/[C@@H:10]2[C@@H:17]3[C@@H:13]([O:14][C:15](=[O:18])[CH2:16]3)[CH2:12][C@H:11]2[OH:19])[CH2:6][CH2:5][CH2:4][CH2:3][CH2:2]1.C(OCC)(=O)C>[Pd].C(Cl)Cl>[CH:1]1([C@@H:7]([OH:20])[CH2:8][CH2:9][C@@H:10]2[C@@H:17]3[C@@H:13]([O:14][C:15](=[O:18])[CH2:16]3)[CH2:12][C@H:11]2[OH:19])[CH2:6][CH2:5][CH2:4][CH2:3][CH2:2]1. Reported procedure: A mixture of 43 (5.3 g, 18.9 mmol), 10% w/w Pd/C (320 mg), ethyl acetate (30 mL), and CH2Cl2 (10 mL) was hydrogenated in a Parr hydrogenation apparatus for 3 h at 45 psi. The mixture was filtered through Celite and concentrated, and the residue was chromatographed on silica gel (ethyl acetate) to afford 44 (4.3 g, 80%). 13C NMR (CDCl3) δ 177.64 (C), 83.87 (CH), 77.21 (CH), 76.02 (CH), 53.45 (CH), 43.84 (CH), 42.96 (CH), 40.46 (CH2), 35.88 (CH), 31.37 (CH2), 29.23 (CH2), 29.10 (CH2), 27.85 (CH2),...